This data is from the Open Reaction Database (ORD), a public repository of structured organic reaction records. The task is: describe an organic reaction: reactants, conditions, products, and yield The reactants are C([O-])([O-])=O.[K+].[K+] (potassium carbonate), tetrakis(triphenyl-phosphine)palladium(0), C1(CCCCC1)N1C(=O)C2=CC=C(C3=CC=CC(=C23)C1=O)B1OC(C(O1)(C)C)(C)C (N-cyclohexyl-4-(4,4,5,5-tetramethyl-1,3,2-dioxaborolan-2-yl)-naphthalene-1,8-dicarboximide), BrC1=C(C=C(C=C1)Cl)[N+](=O)[O-] (1-bromo-4-chloro-2-nitrobenzene). Run in O (water), C(C)O (ethanol), C1(=CC=CC=C1)C (toluene). Run at temperature 80 celsius, time 2 day. The product is C1(CCCCC1)N1C(=O)C2=CC=C(C3=CC=CC(=C23)C1=O)C1=C(C=C(C=C1)Cl)[N+](=O)[O-] (N-cyclohexyl-4-(4-chloro-2-nitrophenyl)naphthalene-1,8-dicarboximide). As a reaction SMILES: [CH:1]1([N:7]2[C:20](=[O:21])[C:18]3=[C:19]4[C:14](=[CH:15][CH:16]=[CH:17]3)[C:13](B3OC(C)(C)C(C)(C)O3)=[CH:12][CH:11]=[C:10]4[C:8]2=[O:9])[CH2:6][CH2:5][CH2:4][CH2:3][CH2:2]1.Br[C:32]1[CH:37]=[CH:36][C:35]([Cl:38])=[CH:34][C:33]=1[N+:39]([O-:41])=[O:40].C(=O)([O-])[O-].[K+].[K+]>C1(C)C=CC=CC=1.O.C(O)C>[CH:1]1([N:7]2[C:20](=[O:21])[C:18]3=[C:19]4[C:14](=[CH:15][CH:16]=[CH:17]3)[C:13]([C:32]3[CH:37]=[CH:36][C:35]([Cl:38])=[CH:34][C:33]=3[N+:39]([O-:41])=[O:40])=[CH:12][CH:11]=[C:10]4[C:8]2=[O:9])[CH2:2][CH2:3][CH2:4][CH2:5][CH2:6]1 |f:2.3.4|. Procedure: In a Schlenk tube, 2 g of N-cyclohexyl-4-(4,4,5,5-tetramethyl-1,3,2-dioxaborolan-2-yl)-naphthalene-1,8-dicarboximide (4.93 mmol), 1.75 g of 1-bromo-4-chloro-2-nitrobenzene (7.40 mmol) were dissolved in 80 mL of toluene, 1.6 g of potassium carbonate (11.6 mmol) in 8 mL of water and 0.8 mL of ethanol are added, and the mixture was thoroughly degassed. After addition of 800 mg of tetrakis(triphenyl-phosphine)palladium(0) (0.717 mmol), the mixture was degassed again and stirred at 80° C. under argon...